From a dataset of the Open Reaction Database (ORD), a public repository of structured organic reaction records. describe an organic reaction: reactants, conditions, products, and yield Starting materials: ClC1=C(N(C=2C=NNC(C21)=O)COCC[Si](C)(C)C)C2=CC(=C(C=C2)OC)OC2CC2 (3-chloro-2-(3-cyclopropoxy-4-methoxyphenyl)-1-(2-trimethylsilylethoxymethyl)-1,5-dihydropyrrolo[2,3-d]pyridazin-4-one), C1(CC1)OC=1C=C(C=CC1OC(F)F)C1=CC2=C(C=NNC2=O)N1COCC[Si](C)(C)C (2-(3-cyclopropoxy-4-difluoromethoxyphenyl)-1-(2-trimethylsilylethoxymethyl)-1,5-dihydropyrrolo[2,3-d]pyridazin-4-one), O1CCCC1 (tetrahydrofuran). Solvent: O (water), CO (methanol), O (water). The product is ClC1=C(NC=2C=NNC(C21)=O)C2=CC(=C(C=C2)OC)OC2CC2 (3-Chloro-2-(3-cyclopropoxy-4-methoxyphenyl)-1,5-dihydropyrrolo[2,3-d]pyridazin-4-one). The yield is 60.6%. As a reaction SMILES: [Cl:1][C:2]1[C:10]2[C:9](=[O:11])[NH:8][N:7]=[CH:6][C:5]=2[N:4](COCC[Si](C)(C)C)[C:3]=1[C:20]1[CH:25]=[CH:24][C:23]([O:26][CH3:27])=[C:22]([O:28][CH:29]2[CH2:31][CH2:30]2)[CH:21]=1.C1(OC2C=C(C3N(COCC[Si](C)(C)C)C4C=NNC(=O)C=4C=3)C=CC=2OC(F)F)CC1.O1CCCC1>O.CO>[Cl:1][C:2]1[C:10]2[C:9](=[O:11])[NH:8][N:7]=[CH:6][C:5]=2[NH:4][C:3]=1[C:20]1[CH:25]=[CH:24][C:23]([O:26][CH3:27])=[C:22]([O:28][CH:29]2[CH2:30][CH2:31]2)[CH:21]=1. Reported procedure: Reaction was carried out in the same manner as in Example 1-(b) except for using 313 mg (0.677 mmol) of 3-chloro-2-(3-cyclopropoxy-4-methoxyphenyl)-1-(2-trimethylsilylethoxymethyl)-1,5-dihydropyrrolo[2,3-d]pyridazin-4-one obtained in Example 42-(a) in place of 2-(3-cyclopropoxy-4-difluoromethoxyphenyl)-1-(2-trimethylsilylethoxymethyl)-1,5-dihydropyrrolo[2,3-d]pyridazin-4-one. After completion of the reaction, water was added to the reaction mixture, and the precipitated solid was collected by fi... Starting materials: Cc1oc2c([N+](=O)[O-])cccc2c1Br, CC(=O)O, CCO, [Fe], C1COCCO1. Yields the product Cc1oc2c(N)cccc2c1Br. As a reaction SMILES: [Br:1][c:2]1[c:3]2[c:4]([o:5][c:6]1[CH3:7])[c:8]([N+:12]([O-:13])=[O:14])[cH:9][cH:10][cH:11]2.[CH3:15][C:16](=[O:17])[OH:18].[CH3:19][CH2:20][OH:21].[Fe:28].[O:22]1[CH2:23][CH2:24][O:25][CH2:26][CH2:27]1>>[Br:1][c:2]1[c:3]2[c:4]([o:5][c:6]1[CH3:7])[c:8]([NH2:12])[cH:9][cH:10][cH:11]2. Starting materials: ClCCl, C[Si](C)(C)NC(=O)c1ccco1, O=C(Cl)C(=O)Cl. Yields the product O=C(Cl)C(=O)NC(=O)c1ccco1. Reaction SMILES: [CH2:19]([Cl:20])[Cl:21].[CH3:1][Si:2]([NH:3][C:4](=[O:5])[c:6]1[o:7][cH:8][cH:9][cH:10]1)([CH3:11])[CH3:12].[Cl:13][C:14](=[O:15])[C:16](=[O:17])[Cl:18]>>[NH:3]([C:4](=[O:5])[c:6]1[o:7][cH:8][cH:9][cH:10]1)[C:16]([C:14]([Cl:13])=[O:15])=[O:17]. Reactants: ClC=1C=NC(=NC1)C(=O)C1C[C@@H]([C@@H](CC1)C(=O)OCC)C (ethyl rel-(1R,2S)-4-[(5-chloropyrimidin-2-yl)carbonyl]-2-methylcyclohexanecarboxylate), [Cl-].[NH4+] (ammonium chloride), [H-].[Na+] (sodium hydride), C1CCOC1 (THF). Reagents/catalysts: [Br-].C[P+](C1=CC=CC=C1)(C1=CC=CC=C1)C1=CC=CC=C1 (methyltriphenylphosphonium bromide). Run at temperature 25 celsius, time 3 hour. Product: ClC=1C=NC(=NC1)C(=C)C1C[C@@H]([C@@H](CC1)C(=O)OCC)C (ethyl rel-(1R,2S)-4-[1-(5-chloropyrimidin-2-yl)ethenyl]-2-methylcyclohexanecarboxylate). As a reaction SMILES: [H-].[Na+].[Cl:3][C:4]1[CH:5]=[N:6][C:7]([C:10]([CH:12]2[CH2:17][CH2:16][C@@H:15]([C:18]([O:20][CH2:21][CH3:22])=[O:19])[C@@H:14]([CH3:23])[CH2:13]2)=O)=[N:8][CH:9]=1.[Cl-].[NH4+].[CH2:26]1COCC1>[Br-].C[P+](C1C=CC=CC=1)(C1C=CC=CC=1)C1C=CC=CC=1>[Cl:3][C:4]1[CH:5]=[N:6][C:7]([C:10]([CH:12]2[CH2:17][CH2:16][C@@H:15]([C:18]([O:20][CH2:21][CH3:22])=[O:19])[C@@H:14]([CH3:23])[CH2:13]2)=[CH2:26])=[N:8][CH:9]=1 |f:0.1,3.4,6.7|. Procedure: To a solution of methyltriphenylphosphonium bromide (2.22 g, 6.20 mmol) in THF (22 mL) was added sodium hydride (0.24 g, 6.2 mmol, 10 wt %) at 0° C. After being stirred at 25° C. for 3 hours, ethyl rel-(1R,2S)-4-[(5-chloropyrimidin-2-yl)carbonyl]-2-methylcyclohexanecarboxylate (0.62 g, 2 mmol) was added in one portion at 0° C. The reaction mixture was stirred at 20° C. for 6 hours and then saturated aqueous ammonium chloride was added. The reaction mixture was extracted with ethyl acetate, and t... Reactants: Cl (hydrochloric acid), solution, C(CCC)[Li] (n-butyllithium), C(CCC)[Li] (n-butyllithium), C1(=CC=CC=C1)NS(=O)(=O)C1=CC(=CC=C1)Br (N-phenyl-3-bromo-benzenesulfonamide), BrC=1C=C(C=CC1)S(=O)(=O)Cl (3-bromo-benzene sulfonyl chloride), C1(CC1)C=O (cyclopropane carboxaldehyde). Run in [Cl-].[Na+].O (brine), C(C)(=O)OCC (ethyl acetate), O (water), CCCCCC (hexane), O1CCCC1 (tetrahydrofuran). Run at time 10 minute. Yields the product C1(=CC=CC=C1)NS(=O)(=O)C1=CC(=CC=C1)C(O)C1CC1 (N-Phenyl-3-(cyclopropylhydroxymethyl)-benzenesulfonamide). The yield is 55.0%. RXN SMILES: [C:1]1([NH:7][S:8]([C:11]2[CH:16]=[CH:15][CH:14]=[C:13](Br)[CH:12]=2)(=[O:10])=[O:9])[CH:6]=[CH:5][CH:4]=[CH:3][CH:2]=1.BrC1C=C(S(Cl)(=O)=O)C=CC=1.C([Li])CCC.[CH:34]1([CH:37]=[O:38])[CH2:36][CH2:35]1.Cl>O1CCCC1.CCCCCC.[Cl-].[Na+].O.C(OCC)(=O)C.O>[C:1]1([NH:7][S:8]([C:11]2[CH:16]=[CH:15][CH:14]=[C:13]([CH:37]([CH:34]3[CH2:36][CH2:35]3)[OH:38])[CH:12]=2)(=[O:10])=[O:9])[CH:6]=[CH:5][CH:4]=[CH:3][CH:2]=1 |f:7.8.9|. Reported procedure: To a solution of 970 mg of N-phenyl-3-bromo-benzenesulfonamide, readily prepared from commercially available 3-bromo-benzene sulfonyl chloride, in 55 mL of anhydrous tetrahydrofuran under nitrogen at -78° C. is added 1.9 mL of a 1.6M solution of n-butyllithium in hexane. The solution is stirred for 10 min and then an additional 1.9 mL of n-butyllithium (1.6M in hexane) is added. The solution is stirred for 10 min and then 0.35 mL of cyclopropane carboxaldehyde is added. The solution is stirred f... Reactants: O=C(Cl)c1ccccc1, CCN(C(C)C)C(C)C, CS(=O)(=O)c1cccc(-c2ncc(CNS(=O)(=O)c3ccccc3Cl)s2)c1, ClCCl. Product: CS(=O)(=O)c1cccc(-c2ncc(CN(C(=O)c3ccccc3)S(=O)(=O)c3ccccc3Cl)s2)c1. Reaction SMILES: [C:28]([c:29]1[cH:30][cH:31][cH:32][cH:33][cH:34]1)(=[O:35])[Cl:36].[CH:37]([N:38]([CH2:39][CH3:40])[CH:41]([CH3:42])[CH3:43])([CH3:44])[CH3:45].[Cl:1][c:2]1[c:3]([S:8](=[O:9])(=[O:10])[NH:11][CH2:12][c:13]2[cH:14][n:15][c:16](-[c:18]3[cH:19][c:20]([S:24](=[O:25])(=[O:26])[CH3:27])[cH:21][cH:22][cH:23]3)[s:17]2)[cH:4][cH:5][cH:6][cH:7]1.[Cl:46][CH2:47][Cl:48]>>[Cl:1][c:2]1[c:3]([S:8](=[O:9])(=[O:10])[N:11]([CH2:12][c:13]2[cH:14][n:15][c:16](-[c:18]3[cH:19][c:20]([S:24](=[O:25])(=[O:26])[CH3:27])[cH:21][cH:22][cH:23]3)[s:17]2)[C:28]([c:29]2[cH:30][cH:31][cH:32][cH:33][cH:34]2)=[O:35])[cH:4][cH:5][cH:6][cH:7]1. The reactants are CC=1NC=2C(CCCC2C1C(=O)O)=O (2-methyl-7-oxo-4,5,6,7-tetrahydro-1H-indole-3-carboxylic acid), N1(CCCCC1)CCN (2-(piperidin-1-yl)ethanamine). Yields the product CC=1NC=2C(CCCC2C1C(=O)NCCN1CCCCC1)=O (2-methyl-7-oxo-N-(2-(piperidin-1-yl)ethyl)-4,5,6,7-tetrahydro-1H-indole-3-carboxamide). The yield is 85.7%. As a reaction SMILES: [CH3:1][C:2]1[NH:3][C:4]2[C:5](=[O:14])[CH2:6][CH2:7][CH2:8][C:9]=2[C:10]=1[C:11]([OH:13])=O.[N:15]1([CH2:21][CH2:22][NH2:23])[CH2:20][CH2:19][CH2:18][CH2:17][CH2:16]1>>[CH3:1][C:2]1[NH:3][C:4]2[C:5](=[O:14])[CH2:6][CH2:7][CH2:8][C:9]=2[C:10]=1[C:11]([NH:23][CH2:22][CH2:21][N:15]1[CH2:20][CH2:19][CH2:18][CH2:17][CH2:16]1)=[O:13]. Procedure details: Similar procedure as Example 2, 2-methyl-7-oxo-4,5,6,7-tetrahydro-1H-indole-3-carboxylic acid (S4) 0.2 g (1.0 mmol) and 2-(piperidin-1-yl)ethanamine 0.27 g (2.1 mmol) was reacted to give 0.26 g (86%) of the titled compound as a white solid. Starting materials: N#Cc1ccccc1, C1COCCOCCOCCOCCO1, O=Cc1c[nH]c(-c2ccccc2F)c1, [H-], [Na+], C1CCOC1, O=S(=O)(Cl)Cl. Yields the product N#Cc1ccccc1S(=O)(=O)n1cc(C=O)cc1-c1ccccc1F. RXN SMILES: [C:37](#[N:38])[c:39]1[cH:40][cH:41][cH:42][cH:43][cH:44]1.[CH2:17]1[O:18][CH2:19][CH2:20][O:21][CH2:22][CH2:23][O:24][CH2:25][CH2:26][O:27][CH2:28][CH2:29][O:30][CH2:31]1.[F:1][c:2]1[c:3](-[c:8]2[cH:9][c:10]([CH:13]=[O:14])[cH:11][nH:12]2)[cH:4][cH:5][cH:6][cH:7]1.[H-:15].[Na+:16].[O:45]1[CH2:46][CH2:47][CH2:48][CH2:49]1.[S:32](=[O:33])(=[O:34])([Cl:35])[Cl:36]>>[F:1][c:2]1[c:3](-[c:8]2[cH:9][c:10]([CH:13]=[O:14])[cH:11][n:12]2[S:32](=[O:33])(=[O:34])[c:40]2[c:39]([C:37]#[N:38])[cH:44][cH:43][cH:42][cH:41]2)[cH:4][cH:5][cH:6][cH:7]1.